From a dataset of the Open Reaction Database (ORD), a public repository of structured organic reaction records. describe an organic reaction: reactants, conditions, products, and yield Reactants: C1=C(C=CC2=CC=CC=C12)C(=O)C1=CC2=CC=CC=C2C=C1 (β-naphthyl ketone), C1=CCCCC(CCCCCCCCCC1)=O (1-cyclohexadecen-6-one), CC=1C(C(CCC1)(C)C)C=C(C(C)=O)C (4-(2,6,6-trimethyl-2-cyclohexen-1-yl)-3-methyl-3-buten-2-one), C(C1=CC=CC=C1)CC(C)=O (benzyl acetone), C(CC)(=O)OC1C2C3CCCC3=C(C1)C2 (hexahydro-4,7-methanoinden-5-yl propionate), C(CC)(=O)OC1CC2C3CCCC3=C1C2 (hexahydro-4,7-methanoinden-6-yl propionate), C1=CCCCCCCCC(CCCCCCC1)=O (1-cycloheptadecen-10-one), C(CCCCCCCCCCC(=O)O)(=O)O (n-dodecanedioic acid), CC12OCCC1C1(CCCC(C1CC2)(C)C)C (dodecahydro-3a,6,6,9a-tetramethylnaphtho(2,1-b)furan), ethylene glycol cyclic ester, CC(=CC#N)CCC=C(CC)C (3,7-dimethyl-2,6-nonadien-1-nitrile). Yields the product COC1=CC2=CC=CC=C2C=C1 (β-naphthyl methyl ether). Reaction SMILES: C1C2C(=CC=CC=2)C=CC=1C([C:13]1[CH:22]=[CH:21][C:20]2[C:15](=[CH:16][CH:17]=[CH:18][CH:19]=2)[CH:14]=1)=O.C(C[C:31](=[O:33])C)C1C=CC=CC=1.C(OC1CC2CC1C1C=2CCC1)(=O)CC.C(OC1C2CC(C3C=2CCC3)C1)(=O)CC.CC1C(C=C(C)C(=O)C)C(C)(C)CCC=1.CC(CCC=C(C)CC)=CC#N.CC12CCC3C(C)(CCCC3(C)C)C1CCO2.C(O)(=O)CCCCCCCCCCC(O)=O.C1CCCCCCCCCCC(=O)CCCC=1.C1CCCCCCCC(=O)CCCCCCCC=1>>[CH3:31][O:33][C:13]1[CH:22]=[CH:21][C:20]2[C:15](=[CH:16][CH:17]=[CH:18][CH:19]=2)[CH:14]=1. Procedure details: β-naphthyl ketone; benzyl acetone:mixture of hexahydro-4,7-methanoinden-5-yl propionate and hexahydro-4,7-methanoinden-6-yl propionate;4-(2,6,6-trimethyl-2-cyclohexen-1-yl)-3-methyl-3-buten-2-one; 3,7-dimethyl-2,6-nonadien-1-nitrile; dodecahydro-3a,6,6,9a-tetramethylnaphtho(2,1-b)furan; ethylene glycol cyclic ester of n-dodecanedioic acid; 1-cyclohexadecen-6-one; 1-cycloheptadecen-10-one; and corn mint oil. The reactants are O=[N+]([O-])c1ccc(F)cc1, [H-], Nc1ccc(N2CCOCC2=O)cc1, [Na+], O=C1COCCN1. Product: O=C1COCCN1c1ccc([N+](=O)[O-])cc1. Reaction SMILES: [F:24][c:25]1[cH:26][cH:27][c:28]([N+:31](=[O:32])[O-:33])[cH:29][cH:30]1.[H-:22].[NH2:1][c:2]1[cH:3][cH:4][c:5]([N:6]2[CH2:7][CH2:8][O:9][CH2:10][C:11]2=[O:12])[cH:13][cH:14]1.[Na+:23].[O:15]1[CH2:16][C:17](=[O:21])[NH:18][CH2:19][CH2:20]1>>[O:15]1[CH2:16][C:17](=[O:21])[N:18]([c:25]2[cH:26][cH:27][c:28]([N+:31](=[O:32])[O-:33])[cH:29][cH:30]2)[CH2:19][CH2:20]1. The reactants are C(C)(C)(C)OC(=O)C1=C(C2=CC=C(C=C2)CNC(CCCC)=N)C=CC=C1 (N-(2'-t-butoxycarbonylbiphen-4-yl)methylvaleramidine), C(C)OC=CC(=O)OCC (ethyl 3-ethoxyacrylate), t-butyl ester. Yields the product C(CCC)C1=NC=CC(N1CC1=CC=C(C=C1)C1=C(C=CC=C1)C(=O)O)=O (2-n-Butyl-3-(2'-carboxybiphen-4-yl)methylpyrimidin-4(3H)-one). As a reaction SMILES: C([O:5][C:6]([C:8]1[CH:27]=[CH:26][CH:25]=[CH:24][C:9]=1[C:10]1[CH:15]=[CH:14][C:13]([CH2:16][NH:17][C:18](=[NH:23])[CH2:19][CH2:20][CH2:21][CH3:22])=[CH:12][CH:11]=1)=[O:7])(C)(C)C.C([O:30][CH:31]=[CH:32][C:33](OCC)=O)C>FC(F)(F)C(O)=O>[CH2:19]([C:18]1[N:17]([CH2:16][C:13]2[CH:12]=[CH:11][C:10]([C:9]3[CH:24]=[CH:25][CH:26]=[CH:27][C:8]=3[C:6]([OH:5])=[O:7])=[CH:15][CH:14]=2)[C:31](=[O:30])[CH:32]=[CH:33][N:23]=1)[CH2:20][CH2:21][CH3:22]. The solvent is FC(C(=O)O)(F)F (trifluoroacetic acid). Reported procedure: The title compound is prepared form N-(2'-t-butoxycarbonylbiphen-4-yl)methylvaleramidine and ethyl 3-ethoxyacrylate (Aldrich) similarly to that in Example 10. The t-butyl ester is hydrolyzed in neat trifluoroacetic acid to give the title compound. The reactants are BrC=1C=C2CCCC(C2=CC1)(C)C (6-bromo-1,2,3,4-tetrahydro-1,1-dimethylnaphthalene), BrC=1C=C2CCCC(C2=CC1)(C)C (6-bromo-1,2,3,4-tetrahydro-1,1-dimethylnaphthalene), BrN1C(CCC1=O)=O (N-bromosuccinimide), BrC=1C=C2CCCC(C2=CC1)(C)C (6-bromo-1,2,3,4-tetrahydro-1,1-dimethylnaphthalene), BrC1=C(C2=CC=CC=C2C=C1)Br (dibromonaphthalene), C(C1=CC=CC=C1)(=O)OOC(C1=CC=CC=C1)=O (benzoylperoxide). Product: BrC1CCC(C2=CC=C(C=C12)Br)(C)C (4,6-dibromo-1,1-dimethyl-1,2,3,4-tetrahydronaphthalene). As a reaction SMILES: [Br:1][C:2]1[CH:3]=[C:4]2[C:9](=[CH:10][CH:11]=1)[C:8]([CH3:13])([CH3:12])[CH2:7][CH2:6][CH2:5]2.[Br:14]C1C=CC2C(=CC=CC=2)C=1Br.BrN1C(=O)CCC1=O.C(OOC(=O)C1C=CC=CC=1)(=O)C1C=CC=CC=1>>[Br:14][CH:5]1[C:4]2[C:9](=[CH:10][CH:11]=[C:2]([Br:1])[CH:3]=2)[C:8]([CH3:13])([CH3:12])[CH2:7][CH2:6]1. Procedure: Employing the above-described procedure for the conversion of 6-bromo-1,2,3,4-tetrahydro-1,1-dimethylnaphthalene (Compound F) to the dibromonaphthalene derivative (Compond I), 3.5 g (14.6 mmol) of (Compound F), 2.86 g (16.1 mmol) of N-bromosuccinimide and 150 mg (0.62 mmol) of benzoylperoxide gave crude 4,6-dibromo-1,2,3,4-tetrahydro-1,1-dimethylnaphthalene (Compound I). To a solution of this crude dibromonaphthalene derivative (Compound I) in 50 ml of THF was added 5.38 g (47.1 mmol) of potassi... The reagents and catalysts are [Ag] (silver), [Cl-].C(C)[N+](CC)(CC)CC (tetraethylammonium chloride). The solvent is CN(C=O)C (dimethylformamide). Yields the product ClCCCC(=O)C1=CC=C(C=C1)C(C(=O)O)(C)C (2-[4-(4-Chloro-butyryl)-phenyl]-2-methyl-propionic acid). Reaction conditions: temperature -10 celsius. Reaction SMILES: [Mg].[C:2](=[O:4])=[O:3].Cl[C:6]([C:9]1[CH:14]=[CH:13][C:12]([C:15](=[O:20])[CH2:16][CH2:17][CH2:18][Cl:19])=[CH:11][CH:10]=1)([CH3:8])[CH3:7].Cl>[Cl-].C([N+](CC)(CC)CC)C.CN(C)C=O.[Ag]>[Cl:19][CH2:18][CH2:17][CH2:16][C:15]([C:12]1[CH:11]=[CH:10][C:9]([C:6]([CH3:8])([CH3:7])[C:2]([OH:4])=[O:3])=[CH:14][CH:13]=1)=[O:20] |f:4.5|. Procedure details: Fit a jacketed glass cell of 50 mL capacity with an expanded silver mesh cathode (14 cm2 geometric area), a roughly concentric magnesium sacrificial anode, a tube to deliver carbon dioxide gas, and a magnetic stir bar. Cool the cell to −10° C. under carbon dioxide. Add a solution of tetraethylammonium chloride (40 mL of a 0.2M solution in dimethylformamide) and 1-[4-(1-chloro-1-methyl-ethyl)-phenyl]-4-chloro-butan-1-one (2.91 g, 85% pure by NMR, 9.81 mmol) and carry out electrolysis for 178 minu... The reactants are [Mg] (magnesium), 12.4, C(=O)=O (carbon dioxide), solution, ClC(C)(C)C1=CC=C(C=C1)C(CCCCl)=O (1-[4-(1-chloro-1-methyl-ethyl)-phenyl]-4-chloro-butan-1-one), Cl (hydrochloric acid). Yield: 72.0%. Starting materials: C(C1=CC=CC=C1)OC(=O)C1=CC2=CC=C(C=C2C=C1)OCC1=CC=CC=C1 (6-benzyloxy -naphthalene-2-carboxylic acid benzyl ester), [OH-].[K+] (potassium hydroxide). Run in O.C(C)O (water ethanol). The product is C(C1=CC=CC=C1)OC=1C=C2C=CC(=CC2=CC1)C(=O)O (6-Benzyloxy-naphthalene-2-carboxylic Acid). Reaction SMILES: C([O:8][C:9]([C:11]1[CH:20]=[CH:19][C:18]2[C:13](=[CH:14][CH:15]=[C:16]([O:21][CH2:22][C:23]3[CH:28]=[CH:27][CH:26]=[CH:25][CH:24]=3)[CH:17]=2)[CH:12]=1)=[O:10])C1C=CC=CC=1.[OH-].[K+]>O.C(O)C>[CH2:22]([O:21][C:16]1[CH:17]=[C:18]2[C:13](=[CH:14][CH:15]=1)[CH:12]=[C:11]([C:9]([OH:10])=[O:8])[CH:20]=[CH:19]2)[C:23]1[CH:24]=[CH:25][CH:26]=[CH:27][CH:28]=1 |f:1.2,3.4|. Procedure: A solution of 6-benzyloxy -naphthalene-2-carboxylic acid benzyl ester (52) (1 equi.) and potassium hydroxide (3.5 equi.) in water-ethanol (1:1) (25 mL/mmole) was stirred at 80 C temperature for 2 h., cooled to room temperature and quenched with hydrochloric acid (5%), filtered resulted white solid, washed with water, and dried under vacuum to 6-benzyloxy-naphthalene-2-carboxylic acid (53) as a white solid (81%). The reactants are CCCCOCCOc1ccc(-c2ccc3c(c2)C=C(C(=O)Nc2ccc(SCc4cccnc4)cc2)CCN3CC(C)C)cc1, ClCCl, O=C(OO)c1cccc(Cl)c1, [Na+], [Na+], O=S([O-])([O-])=S. Yields the product CCCCOCCOc1ccc(-c2ccc3c(c2)C=C(C(=O)Nc2ccc(S(=O)Cc4cccnc4)cc2)CCN3CC(C)C)cc1. As a reaction SMILES: [CH2:1]([CH2:2][CH2:3][CH3:4])[O:5][CH2:6][CH2:7][O:8][c:9]1[cH:10][cH:11][c:12](-[c:15]2[cH:16][cH:17][c:18]3[c:19]([cH:46]2)[CH:20]=[C:21]([C:29](=[O:30])[NH:31][c:32]2[cH:33][cH:34][c:35]([S:38][CH2:39][c:40]4[cH:41][n:42][cH:43][cH:44][cH:45]4)[cH:36][cH:37]2)[CH2:22][CH2:23][N:24]3[CH2:25][CH:26]([CH3:27])[CH3:28])[cH:13][cH:14]1.[CH2:65]([Cl:66])[Cl:67].[Cl:47][c:48]1[cH:49][cH:50][cH:51][c:52]([C:53]([O:54][OH:56])=[O:55])[cH:57]1.[Na+:63].[Na+:64].[S:58]([O-:59])([O-:60])(=[O:61])=[S:62]>>[CH2:1]([CH2:2][CH2:3][CH3:4])[O:5][CH2:6][CH2:7][O:8][c:9]1[cH:10][cH:11][c:12](-[c:15]2[cH:16][cH:17][c:18]3[c:19]([cH:46]2)[CH:20]=[C:21]([C:29](=[O:30])[NH:31][c:32]2[cH:33][cH:34][c:35]([S:38]([CH2:39][c:40]4[cH:41][n:42][cH:43][cH:44][cH:45]4)=[O:55])[cH:36][cH:37]2)[CH2:22][CH2:23][N:24]3[CH2:25][CH:26]([CH3:27])[CH3:28])[cH:13][cH:14]1. Reactants: O (water), N(=O)OCCC(C)C (isoamyl nitrite), COC1=C(C(=CC(=C1)C)OC)C1=NCC(N(C2=C1C=CC=C2)C)=O (1,3-dihydro-5-(2,6-dimethoxy-4-methylphenyl)-1-methyl-1,4-benzodiazepin-2-one), CC(C)([O-])C.[K+] (potassium tert-butoxide). Solvent: C(C)(=O)OCC (ethyl acetate), C(C)(=O)O (acetic acid), C1(=CC=CC=C1)C (toluene), C1(=CC=CC=C1)C (toluene). Reaction conditions: temperature -20 celsius, time 35 minute. The product is COC1=C(C(=CC(=C1)C)OC)C1=NC(C(N(C2=C1C=CC=C2)C)=O)=NO (1,3-Dihydro-5-(2,6-dimethoxy-4-methylphenyl)-3-hydroxyimino-1-methyl-1,4-benzodiazepin-2-one). Yield: 76.0%. RXN SMILES: [CH3:1][O:2][C:3]1[CH:8]=[C:7]([CH3:9])[CH:6]=[C:5]([O:10][CH3:11])[C:4]=1[C:12]1[C:18]2[CH:19]=[CH:20][CH:21]=[CH:22][C:17]=2[N:16]([CH3:23])[C:15](=[O:24])[CH2:14][N:13]=1.CC(C)([O-])C.[K+].[N:31](OCCC(C)C)=[O:32].O>C1(C)C=CC=CC=1.C(OCC)(=O)C.C(O)(=O)C>[CH3:11][O:10][C:5]1[CH:6]=[C:7]([CH3:9])[CH:8]=[C:3]([O:2][CH3:1])[C:4]=1[C:12]1[C:18]2[CH:19]=[CH:20][CH:21]=[CH:22][C:17]=2[N:16]([CH3:23])[C:15](=[O:24])[C:14](=[N:31][OH:32])[N:13]=1 |f:1.2|. Reported procedure: To a suspension of 9 g of 1,3-dihydro-5-(2,6-dimethoxy-4-methylphenyl)-1-methyl-1,4-benzodiazepin-2-one in 300 ml of toluene are added portionwise, with cooling to -20° C., 7.8 g of potassium tert-butoxide, then the temperature is allowed to rise slowly to 0° C. over 35 minutes, the mixture is cooled to -20° C. and 3.9 g of isoamyl nitrite in 50 ml of toluene are added dropwise. The reaction mixture is then stirred at 0° C. for 90 minutes, followed successively by pouring of the reaction mixture... Reactants: CN1CC2(CCCCC2(CC1)C1=CC(=CC=C1)OC)C (N-Methyl-4a-(3-methoxyphenyl)-8a-methyloctahydroisoquinoline), Br (HBr), [OH-].[Na+] (NaOH). Run in C(C)(=O)O (acetic acid). The product is CN1CC2(CCCCC2(CC1)C1=CC(=CC=C1)O)C (N-Methyl-4a-(3-hydroxyphenyl)-8a-methyloctahydroisoquinoline). Isolated yield 83.0%. As a reaction SMILES: [CH3:1][N:2]1[CH2:11][CH2:10][C:9]2([C:12]3[CH:17]=[CH:16][CH:15]=[C:14]([O:18]C)[CH:13]=3)[C:4]([CH3:20])([CH2:5][CH2:6][CH2:7][CH2:8]2)[CH2:3]1.Br.[OH-].[Na+]>C(O)(=O)C>[CH3:1][N:2]1[CH2:11][CH2:10][C:9]2([C:12]3[CH:17]=[CH:16][CH:15]=[C:14]([OH:18])[CH:13]=3)[C:4]([CH3:20])([CH2:5][CH2:6][CH2:7][CH2:8]2)[CH2:3]1 |f:2.3|. Procedure details: To a 25 mL single-necked flask was added 180 mg (0.65 mmol) of 9 and 5 mL of glacial acetic acid and 5 mL of 48% HBr. This mixture was heated under reflux for 18 h and then cooled to room temperature. The pH was then adjusted to 10 with cooling with 50% NaOH. This mixture was extracted 3× with methylene chloride. The organic extracts were dried (Na2SO4), and concentrated under reduced pressure to give 0.17 g (99%) of crude product as a white solid. Purification by chromatography on alumina using... The reactants are CS(=O)(=O)OCC1=C(SC=C1C1=CC=C(C=C1)CC)C(F)(F)F ([4-(4-ethylphenyl)-2-(trifluoromethyl)thiophen-3-yl]methyl methanesulfonate), CC1=C(C=CC(=C1C)O)CCC(=O)OCC (ethyl 3-(2,3-dimethyl-4-hydroxyphenyl)propanoate), ethyl 3-(4-((4-(4-ethyl-phenyl)-2-(trifluoromethyl)thiophen-3-yl)methoxy)-2,3-dimethylphenyl) propanoate. Product: C(C)C1=CC=C(C=C1)C=1C(=C(SC1)C(F)(F)F)COC1=C(C(=C(C=C1)CCC(=O)O)C)C (3-(4-((4-(4-ethylphenyl)-2-(trifluoromethyl)thiophen-3-yl)methoxy)-2,3-dimethylphenyl)propanoic acid). As a reaction SMILES: CS([O:5][CH2:6][C:7]1[C:11]([C:12]2[CH:17]=[CH:16][C:15]([CH2:18][CH3:19])=[CH:14][CH:13]=2)=[CH:10][S:9][C:8]=1[C:20]([F:23])([F:22])[F:21])(=O)=O.[CH3:24][C:25]1[C:30]([CH3:31])=[C:29](O)[CH:28]=[CH:27][C:26]=1[CH2:33][CH2:34][C:35]([O:37]CC)=[O:36]>>[CH2:18]([C:15]1[CH:16]=[CH:17][C:12]([C:11]2[C:7]([CH2:6][O:5][C:29]3[CH:28]=[CH:27][C:26]([CH2:33][CH2:34][C:35]([OH:37])=[O:36])=[C:25]([CH3:24])[C:30]=3[CH3:31])=[C:8]([C:20]([F:23])([F:22])[F:21])[S:9][CH:10]=2)=[CH:13][CH:14]=1)[CH3:19]. Reported procedure: The title compound was prepared according to the procedure described in Example 183 by coupling of [4-(4-ethylphenyl)-2-(trifluoromethyl)thiophen-3-yl]methyl methanesulfonate and ethyl 3-(2,3-dimethyl-4-hydroxyphenyl)propanoate followed by hydrolysis of ethyl 3-(4-((4-(4-ethyl-phenyl)-2-(trifluoromethyl)thiophen-3-yl)methoxy)-2,3-dimethylphenyl) propanoate to afford the desired product as an off-white solid. 1H NMR (400 MHz, CDCl3) δ 7.38 (s, 1H), 7.35 (d, J=7.1 Hz, 2H), 7.19 (d, J=7.1 Hz, 2H), ...